This data is from the Open Reaction Database (ORD), a public repository of structured organic reaction records. The task is: describe an organic reaction: reactants, conditions, products, and yield Starting materials: BrC1=CC=2C3=NC(=C(N3C3CC(C2C=C1F)C3)C=O)C(=O)O (9-bromo-10-fluoro-3-formyl-2,5-diazatetracyclo[11.1.1.0[2,6].0[7,12]]pentadeca-3,5,7(12),8,10-pentaene-4-carboxylic acid), [Cl-].[NH4+] (ammonium chloride). The product is BrC1=CC=2C3=NC(=C(N3C3CC(C2C=C1F)C3)C=O)C(=O)N (9-bromo-10-fluoro-3-formyl-2,5-diazatetracyclo[11.1.1.0[2,6].0[7,12]]pentadeca-3,5,7(12),8,10-pentaene-4-carboxamide). Reaction SMILES: [Br:1][C:2]1[C:15]([F:16])=[CH:14][C:13]2[CH:12]3[CH2:17][CH:10]([CH2:11]3)[N:9]3[C:5](=[N:6][C:7]([C:20](O)=[O:21])=[C:8]3[CH:18]=[O:19])[C:4]=2[CH:3]=1.[Cl-].[NH4+:24]>>[Br:1][C:2]1[C:15]([F:16])=[CH:14][C:13]2[CH:12]3[CH2:11][CH:10]([CH2:17]3)[N:9]3[C:5](=[N:6][C:7]([C:20]([NH2:24])=[O:21])=[C:8]3[CH:18]=[O:19])[C:4]=2[CH:3]=1 |f:1.2|. Procedure details: 9-bromo-10-fluoro-3-formyl-2,5-diazatetracyclo[11.1.1.0[2,6].0[7,12]]pentadeca-3,5,7(12),8,10-pentaene-4-carboxylic acid (0.09 g) was reacted with ammonium chloride similar to as described in Example 2 to give 60 mg of 9-bromo-10-fluoro-3-formyl-2,5-diazatetracyclo[11.1.1.0[2,6].0[7,12]]pentadeca-3,5,7(12),8,10-pentaene-4-carboxamide. The reactants are FC1=C(C(=O)O)C=C(C(=C1)[N+](=O)[O-])OC (2-fluoro-5-methoxy-4-nitrobenzoic acid), FC=1C=C(C(=O)O)C=C(C1[N+](=O)[O-])OC (3-fluoro-5-methoxy-4-nitrobenzoic acid), FC=1C=C(C(=O)O)C=C(C1[N+](=O)[O-])OC (3-fluoro-5-methoxy-4-nitrobenzoic acid). The product is FC=1C=C(C=C(C1[N+](=O)[O-])OC)CO ((3-fluoro-5-methoxy-4-nitrophenyl)methanol). As a reaction SMILES: FC1C=C([N+]([O-])=O)C(OC)=CC=1C(O)=O.[F:16][C:17]1[CH:18]=[C:19]([CH:23]=[C:24]([O:29][CH3:30])[C:25]=1[N+:26]([O-:28])=[O:27])[C:20](O)=[O:21]>>[F:16][C:17]1[CH:18]=[C:19]([CH2:20][OH:21])[CH:23]=[C:24]([O:29][CH3:30])[C:25]=1[N+:26]([O-:28])=[O:27]. Procedure: The title compound was prepared using the procedure from Compound 130E (2-fluoro-5-methoxy-4-nitrobenzoic acid) with 3-fluoro-5-methoxy-4-nitrobenzoic acid (Compound 146E). 1H NMR (CDCl3, 400 MHz): δ=3.95 (s, 3 H), 4.76 (s, 2 H), 6.81-6.86 (m, 1 H), 6.88 (s, 1 H). MS (ES+): m/z 202.05 [MH+] (TOF, polar). Starting materials: Cc1cc2c(s1)Nc1ccccc1N=C2N1CCN(C)CC1, CC(C)=O, O=C(O)CO. The product is Cc1cc2c(s1)Nc1ccccc1N=C2N1CCN(C)CC1, O=C([O-])CO. As a reaction SMILES: [CH3:1][N:2]1[CH2:3][CH2:4][N:5]([C:8]2=[N:9][c:10]3[cH:11][cH:12][cH:13][cH:14][c:15]3[NH:16][c:17]3[s:18][c:19]([CH3:20])[cH:21][c:22]32)[CH2:6][CH2:7]1.[CH3:28][C:29](=[O:30])[CH3:31].[OH:23][CH2:24][C:25]([OH:26])=[O:27]>>[CH3:1][N:2]1[CH2:3][CH2:4][N:5]([C:8]2=[N:9][c:10]3[cH:11][cH:12][cH:13][cH:14][c:15]3[NH:16][c:17]3[s:18][c:19]([CH3:20])[cH:21][c:22]32)[CH2:6][CH2:7]1.[OH:23][CH2:24][C:25](=[O:26])[O-:27]. The reactants are C1CCOC1, Cc1ccc(-n2nc(C3(C)CC3)cc2N)cc1, O=C(Cl)OCC(Cl)(Cl)Cl, O=C([O-])Cl, O, c1ccncc1. The product is Cc1ccc(-n2nc(C3(C)CC3)cc2NC(=O)OCC(Cl)(Cl)Cl)cc1. RXN SMILES: [CH2:37]1[O:38][CH2:39][CH2:40][CH2:41]1.[CH3:1][C:2]1([c:5]2[cH:6][c:7]([NH2:17])[n:8](-[c:10]3[cH:11][cH:12][c:13]([CH3:16])[cH:14][cH:15]3)[n:9]2)[CH2:3][CH2:4]1.[Cl:24][C:25](=[O:26])[O:27][CH2:28][C:29]([Cl:30])([Cl:31])[Cl:32].[Cl:33][C:34]([O-:35])=[O:36].[OH2:42].[cH:18]1[cH:19][cH:20][n:21][cH:22][cH:23]1>>[CH3:1][C:2]1([c:5]2[cH:6][c:7]([NH:17][C:25](=[O:26])[O:27][CH2:28][C:29]([Cl:30])([Cl:31])[Cl:32])[n:8](-[c:10]3[cH:11][cH:12][c:13]([CH3:16])[cH:14][cH:15]3)[n:9]2)[CH2:3][CH2:4]1.